This data is from the Open Reaction Database (ORD), a public repository of structured organic reaction records. The task is: describe an organic reaction: reactants, conditions, products, and yield Yields the product CC=1C(=NC=C(C1)C)N1CCN(CC1)C(=O)C1=C(C=C(C=C1)N1C(N(CC1)C)=O)N1S(CCC1)(=O)=O (1-[4-[4-(3,5-dimethylpyridin-2-yl)piperazine-1-carbonyl]-3-(1,1-dioxo-1λ6-isothiazolidin-2-yl)phenyl]-3-methylimidazolidin-2-one). Reactants: BrC1=CC(=C(C=C1)C(=O)N1CCN(CC1)C1=NC=C(C=C1C)C)N1S(CCC1)(=O)=O ([4-bromo-2-(1,1-dioxo-1λ6-isothiazolidin-2-yl)phenyl][4-(3,5-dimethylpyridin-2-yl)piperazin-1-yl]methanone), CN1C(NCC1)=O (1-methylimidazolidin-2-one). Procedure details: Using [4-bromo-2-(1,1-dioxo-1λ6-isothiazolidin-2-yl)phenyl][4-(3,5-dimethylpyridin-2-yl)piperazin-1-yl]methanone (247 mg) described in Preparation Example 166 and 1-methylimidazolidin-2-one (60 mg) and by the reaction and treatment in the same manner as in Example 536, the title compound (35 mg) was obtained. The yield is 13.6%. Reaction SMILES: Br[C:2]1[CH:7]=[CH:6][C:5]([C:8]([N:10]2[CH2:15][CH2:14][N:13]([C:16]3[C:21]([CH3:22])=[CH:20][C:19]([CH3:23])=[CH:18][N:17]=3)[CH2:12][CH2:11]2)=[O:9])=[C:4]([N:24]2[CH2:28][CH2:27][CH2:26][S:25]2(=[O:30])=[O:29])[CH:3]=1.[CH3:31][N:32]1[CH2:36][CH2:35][NH:34][C:33]1=[O:37]>>[CH3:22][C:21]1[C:16]([N:13]2[CH2:14][CH2:15][N:10]([C:8]([C:5]3[CH:6]=[CH:7][C:2]([N:34]4[CH2:35][CH2:36][N:32]([CH3:31])[C:33]4=[O:37])=[CH:3][C:4]=3[N:24]3[CH2:28][CH2:27][CH2:26][S:25]3(=[O:30])=[O:29])=[O:9])[CH2:11][CH2:12]2)=[N:17][CH:18]=[C:19]([CH3:23])[CH:20]=1. The reactants are C(C)(C)(C)C1=C(OC2=C(C=NC=C2)N)C=CC=C1 (4-(2-tert-Butylphenoxy)pyridin-3-amine), C(=S)(C=1NC=CN1)C=1NC=CN1 (thiocarbonyl diimidazole). The solvent is C(Cl)Cl (DCM), C(Cl)Cl (DCM). Run at temperature 0 celsius, time 1 hour. The product is C(C)(C)(C)C1=C(OC2=C(C=NC=C2)N=C=S)C=CC=C1 (4-(2-tert-Butylphenoxy)-3-isothiocyanatopyridine). RXN SMILES: [C:1]([C:5]1[CH:18]=[CH:17][CH:16]=[CH:15][C:6]=1[O:7][C:8]1[CH:13]=[CH:12][N:11]=[CH:10][C:9]=1[NH2:14])([CH3:4])([CH3:3])[CH3:2].[C:19](C1NC=CN=1)(C1NC=CN=1)=[S:20]>C(Cl)Cl>[C:1]([C:5]1[CH:18]=[CH:17][CH:16]=[CH:15][C:6]=1[O:7][C:8]1[CH:13]=[CH:12][N:11]=[CH:10][C:9]=1[N:14]=[C:19]=[S:20])([CH3:4])([CH3:2])[CH3:3]. Reported procedure: A solution of 137b (14.54 mg, 0.0600 mmol) in anhydrous DCM (1.0 mL) was added dropwise to a cold solution of thiocarbonyl diimidazole (21.39 mg, 0.1200 mmol) in anhydrous DCM (0.50 mL). The reaction was stirred at 0° C. for 1 h and then warmed to rt with stirring for 2 h. The mixture was concentrated down to afford crude 137c which was taken directly onto the next step without purification. Reactants: COc1ccc(CN)cc1OC, CN1CCCC1=O, Fc1ccccc1Cn1ccc2c(-c3ccco3)nc(Cl)nc21. The product is COc1ccc(CNc2nc(-c3ccco3)c3ccn(Cc4ccccc4F)c3n2)cc1OC. As a reaction SMILES: [CH2:24]([c:25]1[cH:26][c:27]([O:28][CH3:29])[c:30]([O:31][CH3:32])[cH:33][cH:34]1)[NH2:35].[CH3:36][N:37]1[CH2:38][CH2:39][CH2:40][C:41]1=[O:42].[Cl:1][c:2]1[n:3][c:4](-[c:19]2[o:20][cH:21][cH:22][cH:23]2)[c:5]2[c:6]([n:7]1)[n:8]([CH2:11][c:12]1[c:13]([F:18])[cH:14][cH:15][cH:16][cH:17]1)[cH:9][cH:10]2>>[c:2]1([NH:35][CH2:24][c:25]2[cH:26][c:27]([O:28][CH3:29])[c:30]([O:31][CH3:32])[cH:33][cH:34]2)[n:3][c:4](-[c:19]2[o:20][cH:21][cH:22][cH:23]2)[c:5]2[c:6]([n:7]1)[n:8]([CH2:11][c:12]1[c:13]([F:18])[cH:14][cH:15][cH:16][cH:17]1)[cH:9][cH:10]2. Reactants: FC=1C(=C2C(C(=CN3C2=C(C1F)CC3C)C(=O)O)=O)[N+](=O)[O-] (8,9-Difluoro-2-methyl-7-nitro-6-oxo-1,2-dihyro-pyrrolo[3,2,1-ij]quinoline-5-carboxylic acid). The reagents and catalysts are [C].[Pd] (palladium-carbon). Solvent: CN(C=O)C (dimethylformamide). Product: FC=1C(=C2C(C(=CN3C2=C(C1F)CC3C)C(=O)O)=O)N (8,9-difluoro-2-methyl-7-amino-6-oxo-1,2-dihydro-pyrrolo[3,2,1-ij]quinoline-5-carboxylic acid). Yield: 49.8%. Reaction SMILES: [F:1][C:2]1[C:3]([N+:20]([O-])=O)=[C:4]2[C:9]3=[C:10]([CH2:13][CH:14]([CH3:15])[N:8]3[CH:7]=[C:6]([C:16]([OH:18])=[O:17])[C:5]2=[O:19])[C:11]=1[F:12]>CN(C)C=O.[C].[Pd]>[F:1][C:2]1[C:3]([NH2:20])=[C:4]2[C:9]3=[C:10]([CH2:13][CH:14]([CH3:15])[N:8]3[CH:7]=[C:6]([C:16]([OH:18])=[O:17])[C:5]2=[O:19])[C:11]=1[F:12] |f:2.3|. Procedure details: 8,9-Difluoro-2-methyl-7-nitro-6-oxo-1,2-dihyro-pyrrolo[3,2,1-ij]quinoline-5-carboxylic acid (6 g) is dissolved in dimethylformamide (300 ml) and thereto is added 20% palladium-carbon catalyst (0.5 g), and the mixture is subjected to a catalytic reduction under a pressure of 5 kg/cm2. After the reaction, the cartalyst is filtered off and further dimethylformamide is distilled off, and to the residue is added ethanol. The resulting precipited crystals are separated by filtration and recrystallized... Starting materials: CN(CC(C)O)CC(C)O (4-methyl-4-azaheptane-2,6-diol), C(C)(C)(CC)N(CC(C)O)CC(C)O (4-tertiary-pentyl-4-azaheptane-2,6-diol), C1(CCCCC1)N(CCO)CCO (3-cyclohexyl-3-azapentane-1,5-diol), C(C)N(CCO)CCO (3-ethyl-3-azapentane-1,5-diol), C(C)C(CO)(CO)CN(C)C (2-ethyl-2-dimethylamino methyl-propane-1,3-diol), 3-tert-butylmethyl-3-azapentandiol 1,5, 3-tert.-pentyl-3-aza-pentandiol-1. The product is C(C)(C)(C)N(CC(C)O)CC(C)O (4-tertiary-butyl-4-azaheptane-2,6-diol). RXN SMILES: CN(CC(O)C)CC(O)C.C(N(CCO)CCO)C.C(C(CN(C)C)(CO)CO)C.[C:31]([N:36]([CH2:41][CH:42]([OH:44])[CH3:43])[CH2:37][CH:38]([OH:40])[CH3:39])([CH2:34]C)([CH3:33])[CH3:32].C1(N(CCO)CCO)CCCCC1>>[C:31]([N:36]([CH2:37][CH:38]([OH:40])[CH3:39])[CH2:41][CH:42]([OH:44])[CH3:43])([CH3:33])([CH3:34])[CH3:32]. Procedure details: 4-methyl-4-azaheptane-2,6-diol; 3-ethyl-3-azapentane-1,5-diol; 2-ethyl-2-dimethylamino methyl-propane-1,3-diol; 4-tertiary-pentyl-4-azaheptane-2,6-diol; 3-cyclohexyl-3-azapentane-1,5-diol, 3-tert-butylmethyl-3-azapentandiol-1,5, 3-tert.-pentyl-3-aza-pentandiol-1, Reactants: FC(S(=O)(=O)OC1=NN(C2=C1C(=NC=C2)OC)C2COCCC2)(F)F (4-methoxy-1-(tetrahydro-2H-pyran-3-yl)-1H-pyrazolo[4,3-c]pyridin-3-yl trifluoromethanesulfonate), CC1(OB(OC1(C)C)C1=CC=C(C=C1)S(=O)(=O)N)C (4-(4,4,5,5-tetramethyl-1,3,2-dioxaborolan-2-yl)benzenesulfonamide), C([O-])([O-])=O.[Na+].[Na+] (sodium carbonate), O (water). Reagents/catalysts: C=1C=CC(=CC1)[P](C=2C=CC=CC2)(C=3C=CC=CC3)[Pd]([P](C=4C=CC=CC4)(C=5C=CC=CC5)C=6C=CC=CC6)([P](C=7C=CC=CC7)(C=8C=CC=CC8)C=9C=CC=CC9)[P](C=1C=CC=CC1)(C=1C=CC=CC1)C=1C=CC=CC1 (tetrakis(triphenylphosphine)palladium(0)). The solvent is COCCOC (DME). The product is COC1=NC=CC2=C1C(=NN2C2COCCC2)C2=CC=C(C=C2)S(=O)(=O)N (4-(4-methoxy-1-(tetrahydro-2H-pyran-3-yl)-1H-pyrazolo[4,3-c]pyridin-3-yl)benzenesulfonamide). The yield is 70.0%. Reaction SMILES: FC(F)(F)S(O[C:7]1[C:11]2[C:12]([O:16][CH3:17])=[N:13][CH:14]=[CH:15][C:10]=2[N:9]([CH:18]2[CH2:23][CH2:22][CH2:21][O:20][CH2:19]2)[N:8]=1)(=O)=O.CC1(C)C(C)(C)OB([C:34]2[CH:39]=[CH:38][C:37]([S:40]([NH2:43])(=[O:42])=[O:41])=[CH:36][CH:35]=2)O1.C(=O)([O-])[O-].[Na+].[Na+].O>COCCOC.C1C=CC([P]([Pd]([P](C2C=CC=CC=2)(C2C=CC=CC=2)C2C=CC=CC=2)([P](C2C=CC=CC=2)(C2C=CC=CC=2)C2C=CC=CC=2)[P](C2C=CC=CC=2)(C2C=CC=CC=2)C2C=CC=CC=2)(C2C=CC=CC=2)C2C=CC=CC=2)=CC=1>[CH3:17][O:16][C:12]1[C:11]2[C:7]([C:34]3[CH:39]=[CH:38][C:37]([S:40]([NH2:43])(=[O:42])=[O:41])=[CH:36][CH:35]=3)=[N:8][N:9]([CH:18]3[CH2:23][CH2:22][CH2:21][O:20][CH2:19]3)[C:10]=2[CH:15]=[CH:14][N:13]=1 |f:2.3.4,^1:61,63,82,101|. Procedure details: A solution of 4-methoxy-1-(tetrahydro-2H-pyran-3-yl)-1H-pyrazolo[4,3-c]pyridin-3-yl trifluoromethanesulfonate (254 mg), 4-(4,4,5,5-tetramethyl-1,3,2-dioxaborolan-2-yl)benzenesulfonamide (207 mg), tetrakis(triphenylphosphine)palladium(0) (77.0 mg) and 2M aqueous sodium carbonate solution (1.0 mL) in DME (15 mL) was heated overnight with reflux under nitrogen atmosphere. To the reaction mixture was added water, and the mixture was extracted with ethyl acetate. The organic layer was washed successi... Reactants: BrC1=C(C=C2CCN(CC2=C1)C1=NC(=NC(=C1)N1CCN(CC1)C)N)F (4-(7-bromo-6-fluoro-3,4-dihydroisoquinolin-2(1H)-yl)-6-(4-methylpiperazin-1-yl)pyrimidin-2-amine), CN(C(=O)C=1C=C(C=CC1)B(O)O)C ({3-[(dimethylamino)carbonyl]phenyl}boronic acid). Yields the product NC1=NC(=CC(=N1)N1CC2=CC(=C(C=C2CC1)F)C=1C=C(C(=O)N(C)C)C=CC1)N1CCN(CC1)C (3-{2-[2-Amino-6-(4-methylpiperazin-1-yl)pyrimidin-4-yl]-6-fluoro-1,2,3,4-tetrahydroisoquinolin-7-yl}-N,N-dimethylbenzamide). RXN SMILES: Br[C:2]1[CH:11]=[C:10]2[C:5]([CH2:6][CH2:7][N:8]([C:12]3[CH:17]=[C:16]([N:18]4[CH2:23][CH2:22][N:21]([CH3:24])[CH2:20][CH2:19]4)[N:15]=[C:14]([NH2:25])[N:13]=3)[CH2:9]2)=[CH:4][C:3]=1[F:26].[CH3:27][N:28]([CH3:40])[C:29]([C:31]1[CH:32]=[C:33](B(O)O)[CH:34]=[CH:35][CH:36]=1)=[O:30]>>[NH2:25][C:14]1[N:13]=[C:12]([N:8]2[CH2:7][CH2:6][C:5]3[C:10](=[CH:11][C:2]([C:35]4[CH:36]=[C:31]([CH:32]=[CH:33][CH:34]=4)[C:29]([N:28]([CH3:40])[CH3:27])=[O:30])=[C:3]([F:26])[CH:4]=3)[CH2:9]2)[CH:17]=[C:16]([N:18]2[CH2:23][CH2:22][N:21]([CH3:24])[CH2:20][CH2:19]2)[N:15]=1. Procedure: This compound was prepared by using procedures analogous to those described for the synthesis of Example 127 starting from 4-(7-bromo-6-fluoro-3,4-dihydroisoquinolin-2(1H)-yl)-6-(4-methylpiperazin-1-yl)pyrimidin-2-amine and {3-[(dimethylamino)carbonyl]phenyl}boronic acid (Frontier, Cat. No. D4088). LCMS (M+H)+: m/z=490.2.